This data is from the Open Reaction Database (ORD), a public repository of structured organic reaction records. The task is: describe an organic reaction: reactants, conditions, products, and yield The reactants are C(C1=CC=CC=C1)OC(=O)N1CCN(CC1)C(=O)C(C)(C)NC(=O)C/C=C/C1=CC=C(C=C1)C#CC1=C2C(=NNC2=CC=C1)O[C@H]1[C@H](OC(C(C)(C)C)=O)[C@@H](OC(C(C)(C)C)=O)[C@H](OC(C(C)(C)C)=O)[C@H](O1)COC(C(C)(C)C)=O (4-[2-(4-{(E)-3-[1-{[4-(benzyloxy-carbonyl)piperazin-1-yl]carbonyl}-1-(methyl)ethyl-carbamoyl]prop-1-enyl}phenyl)ethynyl]-3-(2,3,4,6-tetra-O-pivaloyl-β-D-glucopyranosyloxy)-1H-indazole). The reagents and catalysts are [C].[Pd] (palladium-carbon). The solvent is CO (methanol). Run at time 2 hour. Product: N1(CCNCC1)C(=O)C(C)(C)NC(=O)CCCC1=CC=C(C=C1)CCC1=C2C(=NNC2=CC=C1)O[C@H]1[C@H](OC(C(C)(C)C)=O)[C@@H](OC(C(C)(C)C)=O)[C@H](OC(C(C)(C)C)=O)[C@H](O1)COC(C(C)(C)C)=O (4-{2-[4-(3-{1-[(piperazin-1-yl)-carbonyl]-1-(methyl)ethylcarbamoyl}propyl)phenyl]ethyl}-3-(2,3,4,6-tetra-O-pivaloyl-β-D-glucopyranosyloxy)-1H-indazole). The yield is 99.8%. RXN SMILES: C(OC([N:11]1[CH2:16][CH2:15][N:14]([C:17]([C:19]([NH:22][C:23]([CH2:25]/[CH:26]=[CH:27]/[C:28]2[CH:33]=[CH:32][C:31]([C:34]#[C:35][C:36]3[CH:44]=[CH:43][CH:42]=[C:41]4[C:37]=3[C:38]([O:45][C@@H:46]3[O:72][C@H:71]([CH2:73][O:74][C:75](=[O:80])[C:76]([CH3:79])([CH3:78])[CH3:77])[C@@H:63]([O:64][C:65](=[O:70])[C:66]([CH3:69])([CH3:68])[CH3:67])[C@H:55]([O:56][C:57](=[O:62])[C:58]([CH3:61])([CH3:60])[CH3:59])[C@H:47]3[O:48][C:49](=[O:54])[C:50]([CH3:53])([CH3:52])[CH3:51])=[N:39][NH:40]4)=[CH:30][CH:29]=2)=[O:24])([CH3:21])[CH3:20])=[O:18])[CH2:13][CH2:12]1)=O)C1C=CC=CC=1>CO.[C].[Pd]>[N:14]1([C:17]([C:19]([NH:22][C:23]([CH2:25][CH2:26][CH2:27][C:28]2[CH:29]=[CH:30][C:31]([CH2:34][CH2:35][C:36]3[CH:44]=[CH:43][CH:42]=[C:41]4[C:37]=3[C:38]([O:45][C@@H:46]3[O:72][C@H:71]([CH2:73][O:74][C:75](=[O:80])[C:76]([CH3:79])([CH3:78])[CH3:77])[C@@H:63]([O:64][C:65](=[O:70])[C:66]([CH3:69])([CH3:68])[CH3:67])[C@H:55]([O:56][C:57](=[O:62])[C:58]([CH3:59])([CH3:60])[CH3:61])[C@H:47]3[O:48][C:49](=[O:54])[C:50]([CH3:51])([CH3:52])[CH3:53])=[N:39][NH:40]4)=[CH:32][CH:33]=2)=[O:24])([CH3:21])[CH3:20])=[O:18])[CH2:15][CH2:16][NH:11][CH2:12][CH2:13]1 |f:2.3|. Reported procedure: To a solution of 4-[2-(4-{(E)-3-[1-{[4-(benzyloxy-carbonyl)piperazin-1-yl]carbonyl}-1-(methyl)ethyl-carbamoyl]prop-1-enyl}phenyl)ethynyl]-3-(2,3,4,6-tetra-O-pivaloyl-β-D-glucopyranosyloxy)-1H-indazole (34 mg) in methanol (3 mL) was added 10% palladium-carbon powder (10 mg), and the mixture was stirred at room temperature under a hydrogen atmosphere for 2 hours. The insoluble material was removed by filtration, and the solvent of the filtrate was removed under reduced pressure to give 4-{2-[4-(3-... The reactants are CC(C)(C)OC(=O)N1CCC(=Cc2cc(Oc3ccc(C(F)(F)F)cn3)cc(C3CC3)c2)CC1, ClCCl, O=C(O)C(F)(F)F. Product: FC(F)(F)c1ccc(Oc2cc(C=C3CCNCC3)cc(C3CC3)c2)nc1. Reaction SMILES: [CH:1]1([c:4]2[cH:5][c:6]([CH:7]=[C:8]3[CH2:9][CH2:10][N:11]([C:14]([O:15][C:16]([CH3:17])([CH3:18])[CH3:19])=[O:20])[CH2:12][CH2:13]3)[cH:21][c:22]([O:24][c:25]3[n:26][cH:27][c:28]([C:31]([F:32])([F:33])[F:34])[cH:29][cH:30]3)[cH:23]2)[CH2:2][CH2:3]1.[Cl:42][CH2:43][Cl:44].[OH:35][C:36]([C:37]([F:38])([F:39])[F:40])=[O:41]>>[CH:1]1([c:4]2[cH:5][c:6]([CH:7]=[C:8]3[CH2:9][CH2:10][NH:11][CH2:12][CH2:13]3)[cH:21][c:22]([O:24][c:25]3[n:26][cH:27][c:28]([C:31]([F:32])([F:33])[F:34])[cH:29][cH:30]3)[cH:23]2)[CH2:2][CH2:3]1. Reactants: [OH-].[Na+] (sodium hydroxide), [H-].[Al+3].[Li+].[H-].[H-].[H-] (lithium aluminum hydride), CC1=C(C=C(C(=O)OCC)C=C1)OC(C(F)F)(F)F (ethyl 4-methyl-3-((1,1,2,2-tetrafluoroethyl)oxy)benzoate). Solvent: O1CCCC1 (tetrahydrofuran), O1CCCC1 (tetrahydrofuran). Reaction conditions: time 30 minute. Yields the product CC1=C(C=C(C=C1)CO)OC(C(F)F)(F)F ((4-methyl-3-((1,1,2,2-tetrafluoroethyl)oxy)phenyl)methanol). Yield: 105.0%. Reaction SMILES: [H-].[Al+3].[Li+].[H-].[H-].[H-].[CH3:7][C:8]1[CH:18]=[CH:17][C:11]([C:12](OCC)=[O:13])=[CH:10][C:9]=1[O:19][C:20]([F:25])([F:24])[CH:21]([F:23])[F:22].[OH-].[Na+]>O1CCCC1>[CH3:7][C:8]1[CH:18]=[CH:17][C:11]([CH2:12][OH:13])=[CH:10][C:9]=1[O:19][C:20]([F:24])([F:25])[CH:21]([F:23])[F:22] |f:0.1.2.3.4.5,7.8|. Reported procedure: To a solution of lithium aluminum hydride (1.02 g, 26.8 mmol) in tetrahydrofuran (100 ml) was added a solution of ethyl 4-methyl-3-((1,1,2,2-tetrafluoroethyl)oxy)benzoate (5.0 g, 17.8 mmol) in tetrahydrofuran (20 ml) under ice-cooling. After the reaction solution was stirred at room temperature for 30 min., 1N aqueous sodium hydroxide solution (20 ml) was added, and the mixture was filtered with celite. The filtrate was concentrated and water was added. The mixture was extracted with ethyl aceta... Reactants: Cc1cc(O)n2nc(-c3ccccc3)cc2n1, O=P(Cl)(Cl)Cl. Product: Cc1cc(Cl)n2nc(-c3ccccc3)cc2n1. Reaction SMILES: [CH3:1][c:2]1[n:3][c:4]2[n:5]([c:6]([OH:8])[cH:7]1)[n:9][c:10](-[c:12]1[cH:13][cH:14][cH:15][cH:16][cH:17]1)[cH:11]2.[P:18]([Cl:19])([Cl:20])([Cl:21])=[O:22]>>[CH3:1][c:2]1[n:3][c:4]2[n:5]([c:6]([Cl:20])[cH:7]1)[n:9][c:10](-[c:12]1[cH:13][cH:14][cH:15][cH:16][cH:17]1)[cH:11]2.